From a dataset of the Open Reaction Database (ORD), a public repository of structured organic reaction records. describe an organic reaction: reactants, conditions, products, and yield Reactants: ClCCCC(=O)C1=CC=C(C=C1)F (4-chloro-1-(4-fluorophenyl)-1-butanone), Cl.C1=C(C=CC2=CC=CC=C12)OC1CCNCC1 (4-(2-naphthalenyloxy)piperidine hydrochloride), ClCCCC(=O)C1=CC=CC=C1 (4-chloro-1-phenyl-1-butanone), Cl.C1(=CC=CC2=CC=CC=C12)OC1CCNCC1 (4-(1-naphthalenyloxy)piperidine hydrochloride). The product is Cl.C1(=CC=CC2=CC=CC=C12)OC1CCN(CC1)CCCC(=O)C1=CC=C(C=C1)F (4-[4-(1-naphthalenyloxy)-1-piperidyl]-1-(4-fluorophenyl)-1-butanone hydrochloride). As a reaction SMILES: [Cl:1][CH2:2][CH2:3][CH2:4][C:5]([C:7]1[CH:12]=[CH:11][C:10]([F:13])=[CH:9][CH:8]=1)=[O:6].ClCCCC(C1C=CC=CC=1)=O.Cl.[C:27]1([O:37][CH:38]2[CH2:43][CH2:42][NH:41][CH2:40][CH2:39]2)[C:36]2[C:31](=[CH:32][CH:33]=[CH:34][CH:35]=2)[CH:30]=[CH:29][CH:28]=1.Cl.C1C2C(=CC=CC=2)C=CC=1OC1CCNCC1>>[ClH:1].[C:27]1([O:37][CH:38]2[CH2:43][CH2:42][N:41]([CH2:2][CH2:3][CH2:4][C:5]([C:7]3[CH:12]=[CH:11][C:10]([F:13])=[CH:9][CH:8]=3)=[O:6])[CH2:40][CH2:39]2)[C:36]2[C:31](=[CH:32][CH:33]=[CH:34][CH:35]=2)[CH:30]=[CH:29][CH:28]=1 |f:2.3,4.5,6.7|. Procedure: When in the procedure of Example 13, 4-chloro-1-(4-fluorophenyl)-1-butanone is substituted for 4-chloro-1-phenyl-1-butanone and 4-(1-naphthalenyloxy)piperidine hydrochloride is substituted for 4-(2-naphthalenyloxy)piperidine hydrochloride, 4-[4-(1-naphthalenyloxy)-1-piperidyl]-1-(4-fluorophenyl)-1-butanone hydrochloride is produced. M.P. 220°-222.5° C. The reactants are N1C(=CC2=CC=CC=C12)C(=O)OCC (ethyl indole-2-carboxylate), ice water, C(C)(=O)Cl (Acetyl chloride), [Cl-].[Al+3].[Cl-].[Cl-] (aluminium (III) chloride). The solvent is ClCCCl (1,2-dichloroethane), ClCCCl (1,2-dichloroethane). Reaction conditions: time 5 minute. Product: C(C)(=O)C=1C=CC=C2C=C(NC12)C(=O)OCC (ethyl 7-acetylindole-2-carboxylate). Isolated yield 15.0%. RXN SMILES: [C:1](Cl)(=[O:3])[CH3:2].[Cl-].[Al+3].[Cl-].[Cl-].[NH:9]1[C:17]2[C:12](=[CH:13][CH:14]=[CH:15][CH:16]=2)[CH:11]=[C:10]1[C:18]([O:20][CH2:21][CH3:22])=[O:19]>ClCCCl>[C:1]([C:16]1[CH:15]=[CH:14][CH:13]=[C:12]2[C:17]=1[NH:9][C:10]([C:18]([O:20][CH2:21][CH3:22])=[O:19])=[CH:11]2)(=[O:3])[CH3:2] |f:1.2.3.4|. Procedure: Acetyl chloride (0.76 ml) was added to a suspension of anhydrous aluminium (III) chloride (1.42 g) in 1,2-dichloroethane (20 ml) at 0° C. The reaction was stirred for 5 minutes then a solution of ethyl indole-2-carboxylate (1 g) in 1,2-dichloroethane (20 ml) was added dropwise over 10 minutes. The reaction was heated at reflux for 1 hour, cooled and poured into ice/water. The solution was partitioned between ethyl acetate and saturated aqueous sodium hydrogen carbonate solution. Combined organic... Starting materials: BrCC=1C(=NC(=NC1C(C)C)N(S(=O)(=O)C)C)C1=CC=C(C=C1)F (N-[5-bromomethyl-4-(4-fluorophenyl)-6-isopropyl-pyrimidin-2-yl]-N-methyl-methanesulfonamide), C1(=CC=CC=C1)C (toluene), C1(=CC=CC=C1)[PH2](OCC)C1=CC=CC=C1 (diphenyl(ethoxy)phosphorane). Solvent: O (water). Conditions: time 9 hour. Product: C1(=CC=CC=C1)P(CC=1C(=NC(=NC1C(C)C)N(S(=O)(=O)C)C)C1=CC=C(C=C1)F)(C1=CC=CC=C1)=O (diphenyl[2-(N-methyl-N-methanesulfonylamino)-4-(4-fluorophenyl)-6-isopropyl-pyrimidin-5-ylmethyl]phosphine oxide). Yield: 72.8%. Reaction SMILES: Br[CH2:2][C:3]1[C:4]([C:18]2[CH:23]=[CH:22][C:21]([F:24])=[CH:20][CH:19]=2)=[N:5][C:6]([N:12]([CH3:17])[S:13]([CH3:16])(=[O:15])=[O:14])=[N:7][C:8]=1[CH:9]([CH3:11])[CH3:10].C1(C)C=CC=CC=1.[C:32]1([PH2:38]([C:42]2[CH:47]=[CH:46][CH:45]=[CH:44][CH:43]=2)[O:39]CC)[CH:37]=[CH:36][CH:35]=[CH:34][CH:33]=1>O>[C:32]1([P:38](=[O:39])([C:42]2[CH:47]=[CH:46][CH:45]=[CH:44][CH:43]=2)[CH2:2][C:3]2[C:4]([C:18]3[CH:23]=[CH:22][C:21]([F:24])=[CH:20][CH:19]=3)=[N:5][C:6]([N:12]([CH3:17])[S:13]([CH3:16])(=[O:15])=[O:14])=[N:7][C:8]=2[CH:9]([CH3:11])[CH3:10])[CH:33]=[CH:34][CH:35]=[CH:36][CH:37]=1. Procedure: N-[5-bromomethyl-4-(4-fluorophenyl)-6-isopropyl-pyrimidin-2-yl]-N-methyl-methanesulfonamide (10.0 g), toluene (100.0 mL), and diphenyl(ethoxy)phosphorane (6.2 g) were added to a reactor. The reaction mixture was stirred at 90˜100° C. for 9 hours and then water (80.0 mL) was added thereto. The separated organic layer was concentrated under reduced pressure. The resulting residue was purified with silica gel column chromatography (ethyl acetate/n-hexane=1:1) to obtain diphenyl[2-(N-methyl-N-methan...